The task is: describe an organic reaction: reactants, conditions, products, and yield. This data is from the Open Reaction Database (ORD), a public repository of structured organic reaction records. Starting materials: FC(C(=O)O)(F)F (Trifluoroacetic acid), CN1C(C2=C(C(=C1)C=1C=CC3=C(N=C(O3)CNC(OC(C)(C)C)=O)C1OC1=CC=CC=C1)C=CN2S(=O)(=O)C2=CC=C(C=C2)C)=O (tert-butyl [(5-{6-methyl-1-[(4-methylphenyl)sulfonyl]-7-oxo-6,7-dihydro-1H-pyrrolo[2,3-c]pyridin-4-yl}-4-phenoxy-1,3-benzoxazol-2-yl)methyl]carbamate). The solvent is C(Cl)Cl (methylene chloride). Reaction conditions: time 30 minute. Yields the product NCC=1OC2=C(N1)C(=C(C=C2)C=2C1=C(C(N(C2)C)=O)N(C=C1)S(=O)(=O)C1=CC=C(C=C1)C)OC1=CC=CC=C1 (4-[2-(Aminomethyl)-4-phenoxy-1,3-benzoxazol-5-yl]-6-methyl-1-[(4-methylphenyl)sulfonyl]-1,6-dihydro-7H-pyrrolo[2,3-c]pyridin-7-one). The yield is 97.1%. RXN SMILES: FC(F)(F)C(O)=O.[CH3:8][N:9]1[CH:14]=[C:13]([C:15]2[CH:16]=[CH:17][C:18]3[O:22][C:21]([CH2:23][NH:24]C(=O)OC(C)(C)C)=[N:20][C:19]=3[C:32]=2[O:33][C:34]2[CH:39]=[CH:38][CH:37]=[CH:36][CH:35]=2)[C:12]2[CH:40]=[CH:41][N:42]([S:43]([C:46]3[CH:51]=[CH:50][C:49]([CH3:52])=[CH:48][CH:47]=3)(=[O:45])=[O:44])[C:11]=2[C:10]1=[O:53]>C(Cl)Cl>[NH2:24][CH2:23][C:21]1[O:22][C:18]2[CH:17]=[CH:16][C:15]([C:13]3[C:12]4[CH:40]=[CH:41][N:42]([S:43]([C:46]5[CH:51]=[CH:50][C:49]([CH3:52])=[CH:48][CH:47]=5)(=[O:44])=[O:45])[C:11]=4[C:10](=[O:53])[N:9]([CH3:8])[CH:14]=3)=[C:32]([O:33][C:34]3[CH:35]=[CH:36][CH:37]=[CH:38][CH:39]=3)[C:19]=2[N:20]=1. Reported procedure: Trifluoroacetic acid (2.20 mL) was added dropwise to a solution of tert-butyl [(5-{6-methyl-1-[(4-methylphenyl)sulfonyl]-7-oxo-6,7-dihydro-1H-pyrrolo[2,3-c]pyridin-4-yl}-4-phenoxy-1,3-benzoxazol-2-yl)methyl]carbamate (0.282 g, 0.440 mmol) in methylene chloride (2.20 mL) and the resultant reaction mixture was stirred at RT for 30 min. The reaction mixture was concentrated in vacuo to a residue that was dissolved in small amount of dichloromethane and added dropwise to a saturated solution of sodi... Reactants: ClC1=CC=C(C=N1)S(=O)(=O)N(C1=CC=CC=C1)CC1OC(OC1)(C)C (6-chloro-N-[(2,2-dimethyl-1,3-dioxolan-4-yl)methyl]-N-phenylpyridine-3-sulfonamide), O.NN (hydrazine hydrate). Product: CC1(OCC(O1)CN(S(=O)(=O)C=1C=NC(=CC1)NN)C1=CC=CC=C1)C (N-[(2,2-dimethyl-1,3-dioxolan-4-yl)methyl]-6-hydrazinyl-N-phenylpyridine-3-sulfonamide). Isolated yield 99.0%. Reaction SMILES: Cl[C:2]1[N:7]=[CH:6][C:5]([S:8]([N:11]([CH2:18][CH:19]2[CH2:23][O:22][C:21]([CH3:25])([CH3:24])[O:20]2)[C:12]2[CH:17]=[CH:16][CH:15]=[CH:14][CH:13]=2)(=[O:10])=[O:9])=[CH:4][CH:3]=1.O.[NH2:27][NH2:28]>>[CH3:24][C:21]1([CH3:25])[O:20][CH:19]([CH2:18][N:11]([C:12]2[CH:17]=[CH:16][CH:15]=[CH:14][CH:13]=2)[S:8]([C:5]2[CH:6]=[N:7][C:2]([NH:27][NH2:28])=[CH:3][CH:4]=2)(=[O:10])=[O:9])[CH2:23][O:22]1 |f:1.2|. Reported procedure: According to process 5.2, starting with 0.54 g of 6-chloro-N-[(2,2-dimethyl-1,3-dioxolan-4-yl)methyl]-N-phenylpyridine-3-sulfonamide and 30 μL of hydrazine hydrate, 0.53 g of N-[(2,2-dimethyl-1,3-dioxolan-4-yl)methyl]-6-hydrazinyl-N-phenylpyridine-3-sulfonamide is obtained in the form of a white solid.